Dataset: the Open Reaction Database (ORD), a public repository of structured organic reaction records. Task: describe an organic reaction: reactants, conditions, products, and yield Starting materials: OC1=CC=2C=3C4=C(C(=CC3NC2C=C1)I)C(NC4=O)=O (9-hydroxy-4-iodopyrrolo[3,4-c]carbazole-1,3(2H,6H)-dione), S1C(=CC=C1)B(O)O (2-thiopheneboronic acid). The product is OC1=CC=2C=3C4=C(C(=CC3NC2C=C1)C=1SC=CC1)C(NC4=O)=O (9-hydroxy-4-(2-thienyl)pyrrolo[3,4-c]carbazole-1,3(2H,6H)-dione). The yield is 69.0%. RXN SMILES: [OH:1][C:2]1[CH:14]=[CH:13][C:12]2[NH:11][C:10]3[CH:9]=[C:8](I)[C:7]4[C:16](=[O:20])[NH:17][C:18](=[O:19])[C:6]=4[C:5]=3[C:4]=2[CH:3]=1.[S:21]1[CH:25]=[CH:24][CH:23]=[C:22]1B(O)O>>[OH:1][C:2]1[CH:14]=[CH:13][C:12]2[NH:11][C:10]3[CH:9]=[C:8]([C:22]4[S:21][CH:25]=[CH:24][CH:23]=4)[C:7]4[C:16](=[O:20])[NH:17][C:18](=[O:19])[C:6]=4[C:5]=3[C:4]=2[CH:3]=1. Procedure details: The reaction of 9-hydroxy-4-iodopyrrolo[3,4-c]carbazole-1,3(2H,6H)-dione prepared as in example 7 with 2-thiopheneboronic acid according to the procedure described in example 8 gave 9-hydroxy-4-(2-thienyl)pyrrolo[3,4-c]carbazole-1,3(2H,6H)-dione (505) (1; Ar=2-thienyl) in a 69% yield; mp (THF/CH2Cl2/hexane) 179–184° C. (dec). 1H NMR [(CD3)2SO] δ 11.75 (br s, 1H), 11.11 (br s, 1H), 9.26 (br s, 1H), 8.34 (d, J=2.4 Hz, 1H), 7.75 (s, 1H), 7.73 (dd, J=3.6, 1.0 Hz, 1H), 7.68 (dd, J=5.1, 1.3 Hz, 1H), 7...